This data is from the Open Reaction Database (ORD), a public repository of structured organic reaction records. The task is: describe an organic reaction: reactants, conditions, products, and yield Starting materials: CC(=O)[O-], CN(C)C=O, Cl, O=Cc1cn(-c2ccccc2)nc1-c1ccc([N+](=O)[O-])o1, NO, [Na+], O, O=P(Cl)(Cl)Cl. Yields the product N#Cc1cn(-c2ccccc2)nc1-c1ccc([N+](=O)[O-])o1. RXN SMILES: [CH3:26][C:27](=[O:28])[O-:29].[CH3:35][N:36]([CH3:37])[CH:38]=[O:39].[ClH:22].[N+:1](=[O:2])([O-:3])[c:4]1[cH:5][cH:6][c:7](-[c:9]2[n:10][n:11](-[c:16]3[cH:17][cH:18][cH:19][cH:20][cH:21]3)[cH:12][c:13]2[CH:14]=[O:15])[o:8]1.[NH2:23][OH:24].[Na+:25].[OH2:40].[P:30]([Cl:31])([Cl:32])([Cl:33])=[O:34]>>[N+:1](=[O:2])([O-:3])[c:4]1[cH:5][cH:6][c:7](-[c:9]2[n:10][n:11](-[c:16]3[cH:17][cH:18][cH:19][cH:20][cH:21]3)[cH:12][c:13]2[C:14]#[N:23])[o:8]1. Reactants: [BH4-], Cc1cc(-c2c(-c3ccccc3)c3cc(C=O)ccc3[nH]c2=O)on1, CO, ClCCl, [Na+]. Yields the product Cc1cc(-c2c(-c3ccccc3)c3cc(CO)ccc3[nH]c2=O)on1. RXN SMILES: [BH4-:26].[CH3:1][c:2]1[n:3][o:4][c:5](-[c:7]2[c:8](=[O:25])[nH:9][c:10]3[cH:11][cH:12][c:13]([CH:23]=[O:24])[cH:14][c:15]3[c:16]2-[c:17]2[cH:18][cH:19][cH:20][cH:21][cH:22]2)[cH:6]1.[CH3:31][OH:32].[Cl:28][CH2:29][Cl:30].[Na+:27]>>[CH3:1][c:2]1[n:3][o:4][c:5](-[c:7]2[c:8](=[O:25])[nH:9][c:10]3[cH:11][cH:12][c:13]([CH2:23][OH:24])[cH:14][c:15]3[c:16]2-[c:17]2[cH:18][cH:19][cH:20][cH:21][cH:22]2)[cH:6]1. The yield is 195.4%. Reported procedure: To a cooled (−20° C.) solution tert-butyl 4-(4-aminopyrrolo[2,1-f][1,2,4]triazin-7-yl)azepane-1-carboxylate (1.44 g, 4.35 mmol) in tetrahydrofuran (22 mL) was added 1,3-dibromo-5,5-dimethylhydantoin (621 mg, 2.17 mmol) in 4 portions over 15 min. The mixture was allowed to stir (−20° C.) for 4 h. The reaction was quenched with the addition 5% aqueous K2CO3 (20 mL) and was allowed to warm to rt. The mixture was extracted with ethyl acetate (3×20 mL). The combined organic layers were washed with 5%... Run in O1CCCC1 (tetrahydrofuran). Run at temperature -20 celsius, time 4 hour. RXN SMILES: [NH2:1][C:2]1[C:7]2=[CH:8][CH:9]=[C:10]([CH:11]3[CH2:17][CH2:16][CH2:15][N:14]([C:18]([O:20][C:21]([CH3:24])([CH3:23])[CH3:22])=[O:19])[CH2:13][CH2:12]3)[N:6]2[N:5]=[CH:4][N:3]=1.[Br:25]N1C(C)(C)C(=O)N(Br)C1=O>O1CCCC1>[NH2:1][C:2]1[C:7]2=[C:8]([Br:25])[CH:9]=[C:10]([CH:11]3[CH2:17][CH2:16][CH2:15][N:14]([C:18]([O:20][C:21]([CH3:24])([CH3:23])[CH3:22])=[O:19])[CH2:13][CH2:12]3)[N:6]2[N:5]=[CH:4][N:3]=1. The product is NC1=NC=NN2C1=C(C=C2C2CCN(CCC2)C(=O)OC(C)(C)C)Br (tert-butyl 4-(4-amino-5-bromopyrrolo[2,1-f][1,2,4]triazin-7-yl)azepane-1-carboxylate). Starting materials: NC1=NC=NN2C1=CC=C2C2CCN(CCC2)C(=O)OC(C)(C)C (tert-butyl 4-(4-aminopyrrolo[2,1-f][1,2,4]triazin-7-yl)azepane-1-carboxylate), BrN1C(=O)N(C(=O)C1(C)C)Br (1,3-dibromo-5,5-dimethylhydantoin). Reactants: C(C1=CC=CC=C1)OC(C(C)(OC1=CC(=CC=C1)C1CNCCC1)C)=O (2-methyl-2-(3-piperidin-3-yl-phenoxy)-propionic acid benzyl ester), C(C)(C)C1=CC=C(/C=C/C(=O)O)C=C1 (4-isopropyl-trans-cinnamic acid), Cl.CN(CCCN=C=NCC)C (1-(3-dimethylaminopropyl)-3-ethylcarbodiimide hydrochloride). The solvent is C(Cl)Cl (methylene chloride). Reaction conditions: time 18 hour. The product is C(C1=CC=CC=C1)OC(C(C)(C)OC1=CC(=CC=C1)C1CN(CCC1)C(C=CC1=CC=C(C=C1)C(C)C)=O)=O (2-(3-{1-[3-(4-Isopropyl-phenyl)-acryloyl]-piperidin-3-yl}-phenoxy)-2-methyl-propionic acid benzyl ester). Isolated yield 60.5%. As a reaction SMILES: [CH2:1]([O:8][C:9](=[O:26])[C:10]([CH3:25])([O:12][C:13]1[CH:18]=[CH:17][CH:16]=[C:15]([CH:19]2[CH2:24][CH2:23][CH2:22][NH:21][CH2:20]2)[CH:14]=1)[CH3:11])[C:2]1[CH:7]=[CH:6][CH:5]=[CH:4][CH:3]=1.[CH:27]([C:30]1[CH:40]=[CH:39][C:33](/[CH:34]=[CH:35]/[C:36](O)=[O:37])=[CH:32][CH:31]=1)([CH3:29])[CH3:28].Cl.CN(C)CCCN=C=NCC>C(Cl)Cl>[CH2:1]([O:8][C:9](=[O:26])[C:10]([O:12][C:13]1[CH:18]=[CH:17][CH:16]=[C:15]([CH:19]2[CH2:24][CH2:23][CH2:22][N:21]([C:36](=[O:37])[CH:35]=[CH:34][C:33]3[CH:39]=[CH:40][C:30]([CH:27]([CH3:28])[CH3:29])=[CH:31][CH:32]=3)[CH2:20]2)[CH:14]=1)([CH3:11])[CH3:25])[C:2]1[CH:7]=[CH:6][CH:5]=[CH:4][CH:3]=1 |f:2.3|. Reported procedure: To a solution of 2-methyl-2-(3-piperidin-3-yl-phenoxy)-propionic acid benzyl ester (Preparation 2, Method C; 99 mg, 0.28 mmol) in 2 mL methylene chloride was added 4-isopropyl-trans-cinnamic acid (59 mg, 0.31 mmol) and 1-(3-dimethylaminopropyl)-3-ethylcarbodiimide hydrochloride (81 mg, 0.42 mmol) and allowed to stir 18 h at ambient temperature. The reaction was concentrated under reduced pressure and the resultant oil flash chromatographed with 30% ethyl acetate/hexanes to yield 89 mg (60%) of 2... The reactants are C(C1=CC=CC=C1)OCC1(CC1)C[C@@H](CO)NC(=O)OC(C)(C)C (1-benzyloxymethyl-1-[2(S)-tert-butoxycarbonylamino-3-hydroxy-propan-1-yl]cyclopropane), COC(=C)C (2-methoxypropene), O.C1(=CC=C(C=C1)S(=O)(=O)O)C (p-toluenesulfonic acid hydrate). The solvent is C(Cl)Cl (methylene chloride). Run at time 16 hour. Product: C(C)(C)(C)OC(=O)N1C(OC[C@@H]1CC1(CC1)COCC1=CC=CC=C1)(C)C (3-Tert-butoxycarbonyl-2,2-dimethyl-4(S)-[[(1-benzyloxymethyl)cyclopropyl]methyl]-1,3-oxazolidine). As a reaction SMILES: [CH2:1]([O:8][CH2:9][C:10]1([CH2:13][C@H:14]([NH:17][C:18]([O:20][C:21]([CH3:24])([CH3:23])[CH3:22])=[O:19])[CH2:15][OH:16])[CH2:12][CH2:11]1)[C:2]1[CH:7]=[CH:6][CH:5]=[CH:4][CH:3]=1.CO[C:27]([CH3:29])=[CH2:28].O.C1(C)C=CC(S(O)(=O)=O)=CC=1>C(Cl)Cl>[C:21]([O:20][C:18]([N:17]1[C@@H:14]([CH2:13][C:10]2([CH2:9][O:8][CH2:1][C:2]3[CH:3]=[CH:4][CH:5]=[CH:6][CH:7]=3)[CH2:11][CH2:12]2)[CH2:15][O:16][C:27]1([CH3:29])[CH3:28])=[O:19])([CH3:24])([CH3:23])[CH3:22] |f:2.3|. Procedure details: A mixture of 31.4 g of 1-benzyloxymethyl-1-[2(S)-tert-butoxycarbonylamino-3-hydroxy-propan-1-yl]cyclopropane, 80 ml of 2-methoxypropene and 0.5 g of p-toluenesulfonic acid hydrate in 170 ml of methylene chloride is stirred at room temperature for 16 h. The mixture is concentrated and the residue is purified by means of FC over 900 g of silica gel (mobile phase G): Rf (G)=0.23. Starting materials: 21, C(C1=CC=CC=C1)(=O)N1C[C@H]([C@H](CC1)C1=CNC2=CC=CC=C12)C (cis-1-benzoyl-4-(1H-indol-3-yl)-3-methylpiperidine), [OH-].[K+] (potassium hydroxide), C(CO)O (1,2-ethanediol). The solvent is O (water), O (water). Run at temperature 130 celsius. Yields the product 11.2, C[C@@H]1CNCC[C@@H]1C1=CNC2=CC=CC=C12 (cis-3-(3-methyl-4-piperidinyl)-1H-indole). Isolated yield 80.0%. As a reaction SMILES: C([N:9]1[CH2:14][CH2:13][C@H:12]([C:15]2[C:23]3[C:18](=[CH:19][CH:20]=[CH:21][CH:22]=3)[NH:17][CH:16]=2)[C@H:11]([CH3:24])[CH2:10]1)(=O)C1C=CC=CC=1.[OH-].[K+].C(O)CO>O>[CH3:24][C@H:11]1[C@@H:12]([C:15]2[C:23]3[C:18](=[CH:19][CH:20]=[CH:21][CH:22]=3)[NH:17][CH:16]=2)[CH2:13][CH2:14][NH:9][CH2:10]1 |f:1.2|. Reported procedure: A mixture of 21 parts of cis-1-benzoyl-4-(1H-indol-3-yl)-3-methylpiperidine, 60 parts of potassium hydroxide 385 parts of 1,2-ethanediol and 80 parts of water was stirred and refluxed (about 130° C.) overnight. After cooling for a while, about 200 parts of water were added whereupon the product was crystallized. The whole was further cooled and the solid product was filtered off, washed with a lot of water and with 2,2'-oxybispropane and dried, yielding 11.2 parts (80%) of cis-3-(3-methyl-4-pipe... Starting materials: B, CC(=O)O, CCOC(=O)c1coc(N)n1, C1CCOC1, CC(C)=O. Yields the product CCOC(=O)c1coc(NC(C)C)n1. Reaction SMILES: [BH3:20].[C:16]([OH:17])(=[O:18])[CH3:19].[CH2:1]([CH3:2])[O:3][C:4](=[O:5])[c:6]1[n:7][c:8]([NH2:11])[o:9][cH:10]1.[CH2:21]1[O:22][CH2:23][CH2:24][CH2:25]1.[CH3:12][C:13]([CH3:14])=[O:15]>>[CH2:1]([CH3:2])[O:3][C:4](=[O:5])[c:6]1[n:7][c:8]([NH:11][CH:13]([CH3:12])[CH3:14])[o:9][cH:10]1. The reactants are NC(=S)N (Thiourea), FC1=CC=C(C(=O)NC(C(=O)OCC)C(=O)OCC)C=C1 (diethyl 2-(4-fluorobenzamido)malonate), [Na] (sodium). Solvent: C(C)O (ethanol). The product is OC1=NC(=NC(=C1NC(C1=CC=C(C=C1)F)=O)O)S (N-(4,6-dihydroxy-2-mercaptopyrimidin-5-yl)-4-fluorobenzamide). The yield is 41.4%. RXN SMILES: [NH2:1][C:2]([NH2:4])=[S:3].[F:5][C:6]1[CH:25]=[CH:24][C:9]([C:10]([NH:12][CH:13]([C:19](OCC)=[O:20])[C:14](OCC)=[O:15])=[O:11])=[CH:8][CH:7]=1.[Na]>C(O)C>[OH:20][C:19]1[C:13]([NH:12][C:10](=[O:11])[C:9]2[CH:24]=[CH:25][C:6]([F:5])=[CH:7][CH:8]=2)=[C:14]([OH:15])[N:4]=[C:2]([SH:3])[N:1]=1 |^1:25|. Procedure: Thiourea (0.72 g, 9.4 mmol) and diethyl 2-(4-fluorobenzamido)malonate (example 1, 2.0 g, 6.7 mmol) were added to a solution of sodium (0.16 g, 6.7 mmol) in ethanol (50 ml). The reaction mixture was refluxed for 3 hours and then cooled down to room temperature. The precipitate was filtered off and washed with ethanol. The product was dissolved in a minimal volume of water and acidified to pH 4-5 with 5M HCl. The precipitate was collected, washed with water and dried, furnishing the title compound...